From a dataset of the Open Reaction Database (ORD), a public repository of structured organic reaction records. describe an organic reaction: reactants, conditions, products, and yield The reactants are S1C=C(C=C1)C1=CC=C(C=C1)C (4-(3-thienyl)toluene), BrN1C(CCC1=O)=O (N-bromosuccinimide), C(C1=CC=CC=C1)(=O)OOC(C1=CC=CC=C1)=O (benzoyl peroxide). Solvent: C(Cl)(Cl)(Cl)Cl (carbon tetrachloride). Product: S1C=C(C=C1)C1=CC=C(CBr)C=C1 (4-(3-thienyl)benzyl bromide). Reaction SMILES: [S:1]1[CH:5]=[CH:4][C:3]([C:6]2[CH:11]=[CH:10][C:9]([CH3:12])=[CH:8][CH:7]=2)=[CH:2]1.[Br:13]N1C(=O)CCC1=O.C(OOC(=O)C1C=CC=CC=1)(=O)C1C=CC=CC=1>C(Cl)(Cl)(Cl)Cl>[S:1]1[CH:5]=[CH:4][C:3]([C:6]2[CH:11]=[CH:10][C:9]([CH2:12][Br:13])=[CH:8][CH:7]=2)=[CH:2]1. Reported procedure: To a solution of 4-(3-thienyl)toluene (3.56 g, 20.5 mmol) in carbon tetrachloride (100 ml) is added N-bromosuccinimide (3.64 g, 20.5 mol) and benzoyl peroxide (80 mg, 3.3 mmol). The reaction mixture is heated at reflux for 24 hrs. and concentrated in vacuo. The reaction mixture is recrystallized from ethanol to afford 4-(3-thienyl)benzyl bromide. The reactants are ClC1=NC=C(C(=N1)NC1=C(C(=O)NC)C=CC=C1)C(F)(F)F (2-{[2-chloro-5-(trifluoromethyl)pyrimidin-4-yl]amino}-N-methylbenzamide), NC1=C(C=C(CP(OCC)(OCC)=O)C=C1)Cl (diethyl (4-amino-3-chlorobenzyl)phosphonate), NC1=C(C=C(CP(OCC)(OCC)=O)C=C1)Cl (diethyl (4-amino-3-chlorobenzyl)phosphonate). Product: ClC=1C=C(CP(OCC)(OCC)=O)C=CC1NC1=NC=C(C(=N1)NC1=C(C=CC=C1)C(NC)=O)C(F)(F)F (Diethyl (3-chloro-4-{[4-{[2-(methylcarbamoyl)phenyl]amino}-5-(trifluoromethyl)pyrimidin-2-yl]amino}benzyl)phosphonate). Reaction SMILES: Cl[C:2]1[N:7]=[C:6]([NH:8][C:9]2[CH:18]=[CH:17][CH:16]=[CH:15][C:10]=2[C:11]([NH:13][CH3:14])=[O:12])[C:5]([C:19]([F:22])([F:21])[F:20])=[CH:4][N:3]=1.[NH2:23][C:24]1[CH:38]=[CH:37][C:27]([CH2:28][P:29](=[O:36])([O:33][CH2:34][CH3:35])[O:30][CH2:31][CH3:32])=[CH:26][C:25]=1[Cl:39]>>[Cl:39][C:25]1[CH:26]=[C:27]([CH:37]=[CH:38][C:24]=1[NH:23][C:2]1[N:7]=[C:6]([NH:8][C:9]2[CH:18]=[CH:17][CH:16]=[CH:15][C:10]=2[C:11](=[O:12])[NH:13][CH3:14])[C:5]([C:19]([F:22])([F:21])[F:20])=[CH:4][N:3]=1)[CH2:28][P:29](=[O:36])([O:33][CH2:34][CH3:35])[O:30][CH2:31][CH3:32]. Procedure: The title compound was prepared using the procedure from Example 102 with 2-{[2-chloro-5-(trifluoromethyl)pyrimidin-4-yl]amino}-N-methylbenzamide (0.060 g, 0.18 mmol) and diethyl (4-amino-3-chlorobenzyl)phosphonate (Compound 104A, 0.101 g, 0.363 mmol). 1H NMR (400 MHz, DMSO-d6) δ 11.56 (s, 1H), 9.40 (s, 1H), 8.70 (d, J=4.55 Hz, 1H), 8.38 (s, 1H), 7.66 (dd, J=1.39, 7.96 Hz, 1H), 7.50 (d, J=8.08 Hz, 1H), 7.46 (t, J=2.27 Hz, 1H), 7.29-7.34 (m, 1H), 7.24-7.29 (m, 2H), 7.04 (t, J=7.20 Hz, 1H), 3.94-4... Starting materials: O=N[O-], CCc1sc(N)nc1C(=O)OC, [Na+], [Na+], [Na+], O=C([O-])O, [OH-], O. The product is CCc1scnc1C(=O)OC. RXN SMILES: [N:1]([O-:2])=[O:3].[NH2:5][c:6]1[s:7][c:8]([CH2:15][CH3:16])[c:9]([C:11](=[O:12])[O:13][CH3:14])[n:10]1.[Na+:18].[Na+:24].[Na+:4].[O-:20][C:21]([OH:22])=[O:23].[OH-:17].[OH2:19]>>[cH:6]1[s:7][c:8]([CH2:15][CH3:16])[c:9]([C:11](=[O:12])[O:13][CH3:14])[n:10]1. Reactants: BrC1=C(C=CC(=C1)C(C)C)N(C1=NC(=CC(=N1)C(=O)C=1C=NC=CC1)C)CC (N-(2-bromo-4-(1-methylethyl)phenyl)-N-ethyl-4-(3-pyridyl-carbonyl)-6-methylpyrimidinamine), BrC1=CC=C(C=C1)OC (4-bromoanisole), C(C)(C)(C)[Li] (t-butyl lithium), CCCCC (pentane), [NH4+].[Cl-] (NH4Cl). The solvent is hexanes, C(C)(=O)OCC (ethyl acetate), C1CCOC1 (THF), C1CCOC1 (THF). Reaction conditions: temperature -78 celsius. Yields the product BrC1=C(C=CC(=C1)C(C)C)N(C1=NC(=CC(=N1)C(O)C=1C=NC=CC1C1=C(C=CC=C1)OC)C)CC (N-(2-bromo-4-(1-methylethyl)phenyl)-N-ethyl-4-(4-(methoxyphenyl)-3-pyridyl-hydroxymethyl)-6-methylpyrimidinamine). The yield is 31.1%. RXN SMILES: Br[C:2]1[CH:7]=[CH:6][C:5]([O:8][CH3:9])=[CH:4][CH:3]=1.C([Li])(C)(C)C.CCCCC.[Br:20][C:21]1[CH:26]=[C:25]([CH:27]([CH3:29])[CH3:28])[CH:24]=[CH:23][C:22]=1[N:30]([CH2:46][CH3:47])[C:31]1[N:36]=[C:35]([C:37]([C:39]2[CH:40]=[N:41][CH:42]=[CH:43][CH:44]=2)=[O:38])[CH:34]=[C:33]([CH3:45])[N:32]=1.[NH4+].[Cl-]>C1COCC1.C(OCC)(=O)C>[Br:20][C:21]1[CH:26]=[C:25]([CH:27]([CH3:29])[CH3:28])[CH:24]=[CH:23][C:22]=1[N:30]([CH2:46][CH3:47])[C:31]1[N:36]=[C:35]([CH:37]([C:39]2[CH:40]=[N:41][CH:42]=[CH:43][C:44]=2[C:6]2[CH:7]=[CH:2][CH:3]=[CH:4][C:5]=2[O:8][CH3:9])[OH:38])[CH:34]=[C:33]([CH3:45])[N:32]=1 |f:4.5|. Procedure: A solution of 4-bromoanisole (0.2 g, 1.1 mmol) in anhydrous THF (10 mL) was cooled with stirring to −78° C. under a nitrogen atmosphere. A solution of t-butyl lithium in pentane (1.7 M, 1.4 mL, 2.4 mmol) was added dropwise and the reaction mixture was stirred for 0.5 h. A solution of N-(2-bromo-4-(1-methylethyl)phenyl)-N-ethyl-4-(3-pyridyl-carbonyl)-6-methylpyrimidinamine (0.45 g, 1 mmol) in anhydrous THF (10 mL) was added dropwise and the reaction mixture was warmed gradually to ambient tempera...